Task: describe an organic reaction: reactants, conditions, products, and yield. Dataset: the Open Reaction Database (ORD), a public repository of structured organic reaction records The reactants are NCC=1C=C(C=C(C1O)I)C(CC)=O (3'-aminomethyl-4'-hydroxy5'-iodopropiophenone), Cl.CON (O-methylhydroxylamine hydrochloride), C (charcoal). The solvent is N1=CC=CC=C1 (pyridine), C(C)O (ethanol). Yields the product CON=C(CC)C1=CC(=C(C(=C1)I)O)CN (3'-aminomethyl-4'-hydroxy-5'-iodopropiophenone O-methyloxime). The yield is 54.8%. As a reaction SMILES: [NH2:1][CH2:2][C:3]1[CH:4]=[C:5]([C:11](=O)[CH2:12][CH3:13])[CH:6]=[C:7]([I:10])[C:8]=1[OH:9].Cl.[CH3:16][O:17][NH2:18].C>N1C=CC=CC=1.C(O)C>[CH3:16][O:17][N:18]=[C:11]([C:5]1[CH:6]=[C:7]([I:10])[C:8]([OH:9])=[C:3]([CH2:2][NH2:1])[CH:4]=1)[CH2:12][CH3:13] |f:1.2|. Procedure details: To a solution of 2.0 g of 3'-aminomethyl-4'-hydroxy5'-iodopropiophenone in 15 ml of pyridine and 7 ml of ethanol is added 1.4 g of O-methylhydroxylamine hydrochloride, and the mixture is refluxed with heating for 45 minutes. The reaction mixture is treated with activated charcoal and filtered. The filtrate is concentrated under reduced pressure and to the residue is added ice-cold water. To the mixture is added 1.4 g of sodium hydrogencarbonate and stirred. The precipitated crystals are collecte... Starting materials: C(C)C1=NC2=C(N1CC1=CC=C(C=C1)C=1C(=CC=CC1)C(=O)OC(C)(C)C)C=C(C=C2C)C=2N=CN(C2)CCOC (tert.butyl 4'-[(2-ethyl-4-methyl-6-(1-(2-methoxyethyl)-imidazol-4-yl)-benzimidazol-1-yl)-methyl]-biphenyl-2-carboxylate), FC(C(=O)O)(F)F (trifluoroacetic acid). The solvent is C(Cl)Cl (methylene chloride). Yields the product C(C)C1=NC2=C(N1CC1=CC=C(C=C1)C=1C(=CC=CC1)C(=O)O)C=C(C=C2C)C=2N=CN(C2)CCOC (4'-[(2-Ethyl-4-methyl-6-(1-(2-methoxyethyl)-imidazol-4-yl)-benzimidazol-1-yl)-methyl]-biphenyl-2-carboxylic Acid). Reaction SMILES: [CH2:1]([C:3]1[N:7]([CH2:8][C:9]2[CH:14]=[CH:13][C:12]([C:15]3[C:16]([C:21]([O:23]C(C)(C)C)=[O:22])=[CH:17][CH:18]=[CH:19][CH:20]=3)=[CH:11][CH:10]=2)[C:6]2[CH:28]=[C:29]([C:33]3[N:34]=[CH:35][N:36]([CH2:38][CH2:39][O:40][CH3:41])[CH:37]=3)[CH:30]=[C:31]([CH3:32])[C:5]=2[N:4]=1)[CH3:2].FC(F)(F)C(O)=O>C(Cl)Cl>[CH2:1]([C:3]1[N:7]([CH2:8][C:9]2[CH:10]=[CH:11][C:12]([C:15]3[C:16]([C:21]([OH:23])=[O:22])=[CH:17][CH:18]=[CH:19][CH:20]=3)=[CH:13][CH:14]=2)[C:6]2[CH:28]=[C:29]([C:33]3[N:34]=[CH:35][N:36]([CH2:38][CH2:39][O:40][CH3:41])[CH:37]=3)[CH:30]=[C:31]([CH3:32])[C:5]=2[N:4]=1)[CH3:2]. Procedure details: Prepared analogously to Example 88 from tert.butyl 4'-[(2-ethyl-4-methyl-6-(1-(2-methoxyethyl)-imidazol-4-yl)-benzimidazol-1-yl)-methyl]-biphenyl-2-carboxylate and trifluoroacetic acid in methylene chloride. Starting materials: CC1=C(C=C(C(=O)OC)C=C1)N1C=NC2=CC=C(C=C2C1=O)CN1CCOCC1 (methyl 4-methyl-3-[6-(morpholin-4-ylmethyl)-4-oxoquinazolin-3(4H)-yl]benzoate), [OH-].[Na+] (NaOH), Cl (HCl). The solvent is CO (methanol), O (water). Reaction conditions: time 4 hour. Product: CC1=C(C=C(C(=O)O)C=C1)N1C=NC2=CC=C(C=C2C1=O)CN1CCOCC1 (4-methyl-3-[6-(morpholin-4-ylmethyl)-4-oxoquinazolin-3(4H)-yl]benzoic acid). Isolated yield 100.4%. Reaction SMILES: [CH3:1][C:2]1[CH:11]=[CH:10][C:5]([C:6]([O:8]C)=[O:7])=[CH:4][C:3]=1[N:12]1[C:21](=[O:22])[C:20]2[C:15](=[CH:16][CH:17]=[C:18]([CH2:23][N:24]3[CH2:29][CH2:28][O:27][CH2:26][CH2:25]3)[CH:19]=2)[N:14]=[CH:13]1.[OH-].[Na+].Cl>CO.O>[CH3:1][C:2]1[CH:11]=[CH:10][C:5]([C:6]([OH:8])=[O:7])=[CH:4][C:3]=1[N:12]1[C:21](=[O:22])[C:20]2[C:15](=[CH:16][CH:17]=[C:18]([CH2:23][N:24]3[CH2:29][CH2:28][O:27][CH2:26][CH2:25]3)[CH:19]=2)[N:14]=[CH:13]1 |f:1.2|. Procedure: To a solution of methyl 4-methyl-3-[6-(morpholin-4-ylmethyl)-4-oxoquinazolin-3(4H)-yl]benzoate (0.62 g) in methanol (10 ml) and water (4 ml) was added 2N NaOH (2.35 ml) and stirred at room temperature for 4 hours. 1N HCl was added and the reaction was allowed to stand for 16 hours and then concentrated. The residue was dissolved in methanol (40 ml), inorganics removed by filtration. The filtrate concentrated to give 4-methyl-3-[6-(morpholin-4-ylmethyl)-4-oxoquinazolin-3(4H)-yl]benzoic acid as a ... The reactants are CC(C)(C)OC(=O)N1CCC(O)C1, C1CCOC1, Clc1ccc(CBr)cc1, [H-], [Na+]. Yields the product CC(C)(C)OC(=O)N1CCC(OCc2ccc(Cl)cc2)C1. Reaction SMILES: [C:1]([CH3:2])([CH3:3])([CH3:4])[O:5][C:6](=[O:7])[N:8]1[CH2:9][CH:10]([OH:13])[CH2:11][CH2:12]1.[CH2:25]1[O:26][CH2:27][CH2:28][CH2:29]1.[Cl:16][c:17]1[cH:18][cH:19][c:20]([CH2:21][Br:22])[cH:23][cH:24]1.[H-:14].[Na+:15]>>[C:1]([CH3:2])([CH3:3])([CH3:4])[O:5][C:6](=[O:7])[N:8]1[CH2:9][CH:10]([O:13][CH2:21][c:20]2[cH:19][cH:18][c:17]([Cl:16])[cH:24][cH:23]2)[CH2:11][CH2:12]1. Starting materials: CC(=O)O[BH-](OC(C)=O)OC(C)=O, C=O, CC#N, CCOC(C)=O, Cl, O=[N+]([O-])c1cc(Br)ccc1NC1CNC1, [Na+]. The product is CN1CC(Nc2ccc(Br)cc2[N+](=O)[O-])C1. RXN SMILES: [C:19]([O:20][BH-:21]([O:22][C:23](=[O:24])[CH3:25])[O:26][C:27](=[O:28])[CH3:29])(=[O:30])[CH3:31].[CH2:17]=[O:18].[CH3:33][C:34]#[N:35].[CH3:36][CH2:37][O:38][C:39](=[O:40])[CH3:41].[ClH:16].[NH:1]1[CH2:2][CH:3]([NH:5][c:6]2[c:7]([N+:13](=[O:14])[O-:15])[cH:8][c:9]([Br:12])[cH:10][cH:11]2)[CH2:4]1.[Na+:32]>>[N:1]1([CH3:19])[CH2:2][CH:3]([NH:5][c:6]2[c:7]([N+:13](=[O:14])[O-:15])[cH:8][c:9]([Br:12])[cH:10][cH:11]2)[CH2:4]1.